From a dataset of the Open Reaction Database (ORD), a public repository of structured organic reaction records. describe an organic reaction: reactants, conditions, products, and yield The reactants are Nc1nnn(CC(F)(F)F)n1, O=C(Cl)C1c2ccccc2Oc2ccccc21. Yields the product O=C(Nc1nnn(CC(F)(F)F)n1)C1c2ccccc2Oc2ccccc21. As a reaction SMILES: [NH2:1][c:2]1[n:3][n:4][n:5]([CH2:7][C:8]([F:9])([F:10])[F:11])[n:6]1.[cH:12]1[cH:13][cH:14][cH:15][c:16]2[c:25]1[CH:24]([C:26](=[O:27])[Cl:28])[c:23]1[c:18]([cH:19][cH:20][cH:21][cH:22]1)[O:17]2>>[NH:1]([c:2]1[n:3][n:4][n:5]([CH2:7][C:8]([F:9])([F:10])[F:11])[n:6]1)[C:26]([CH:24]1[c:23]2[c:18]([cH:19][cH:20][cH:21][cH:22]2)[O:17][c:16]2[cH:15][cH:14][cH:13][cH:12][c:25]21)=[O:27]. The reactants are solution, C(CCC)[Li] (n-butyllithium), C(C)(C)(C)C(C(C)(C)C)(C(C=C)C)O (3-tert-butyl-2,2,4-trimethylhex-5-en-3-ol), C(C)OCC (diethyl ether), C(C1=CC=CC=C1)=O (benzaldehyde). Reagents/catalysts: [Cl-].[Cl-].[Zn+2] (ZnCl2). Solvent: CCCCC (pentane), C1CCOC1 (THF), C1CCOC1 (THF). Reaction conditions: time 15 minute. Product: CC(C(O)C1=CC=CC=C1)C=C (2-methyl-1-phenyl-3-buten-1-ol). Reaction SMILES: [CH2:1]([Li])[CH2:2][CH2:3]C.C([C:10]([OH:19])([CH:15]([CH3:18])[CH:16]=[CH2:17])[C:11]([CH3:14])([CH3:13])C)(C)(C)C.C(=O)C1C=CC=CC=1.C(OCC)C>CCCCC.C1COCC1.[Cl-].[Cl-].[Zn+2]>[CH3:18][CH:15]([CH:16]=[CH2:17])[CH:10]([C:11]1[CH:13]=[CH:3][CH:2]=[CH:1][CH:14]=1)[OH:19] |f:6.7.8|. Reported procedure: 1.58 ml of a 1.6-molar solution of n-butyllithium (2.52 mmol) in pentane were added dropwise at −78° C. under argon for 5 minutes to a stirred solution of 500 mg (2.52 mmol) 3-tert-butyl-2,2,4-trimethylhex-5-en-3-ol in 4 ml THF. The solution obtained was stirred for 15 minutes, then 256 μl (2.52 mmol) benzaldehyde and subsequently for 3 minutes a solution of 343 mg (2.52 mmol) ZnCl2 in 2 ml THF were added. The reaction mixture was stirred for 1 hour at −78° C. and then heated to room temperature... Starting materials: COc1cccc(N)c1, CCOC(=O)c1cnc(SC)[nH]c1=O, CCO. The product is CCOC(=O)c1cnc(Nc2cccc(OC)c2)[nH]c1=O. As a reaction SMILES: [CH3:15][O:16][c:17]1[cH:18][c:19]([NH2:20])[cH:21][cH:22][cH:23]1.[CH3:1][S:2][c:3]1[nH:4][c:5](=[O:14])[c:6]([C:9](=[O:10])[O:11][CH2:12][CH3:13])[cH:7][n:8]1.[CH3:24][CH2:25][OH:26]>>[c:3]1([NH:20][c:19]2[cH:18][c:17]([O:16][CH3:15])[cH:23][cH:22][cH:21]2)[nH:4][c:5](=[O:14])[c:6]([C:9](=[O:10])[O:11][CH2:12][CH3:13])[cH:7][n:8]1. The reactants are NC1=NC=CC=C1OCC1=C(C=C(C=C1)F)F (2-amino-3-(2,4-difluorobenzyloxy)pyridine), ClC1=CC=C(C=C1)N=C=S (4chlorophenyl isothiocyanate), C1(=CC=CC=C1)C (toluene). The solvent is C(C)OCC (diethyl ether). The product is FC1=C(COC=2C(=NC=CC2)NC(=S)NC2=CC=C(C=C2)Cl)C=CC(=C1)F (N-(3-(2,4-Difluorobenzyloxy)pyrid-2-yl)-N'-(4-chlorophenyl)thiourea). RXN SMILES: [NH2:1][C:2]1[C:7]([O:8][CH2:9][C:10]2[CH:15]=[CH:14][C:13]([F:16])=[CH:12][C:11]=2[F:17])=[CH:6][CH:5]=[CH:4][N:3]=1.[Cl:18][C:19]1[CH:24]=[CH:23][C:22]([N:25]=[C:26]=[S:27])=[CH:21][CH:20]=1.C1(C)C=CC=CC=1>C(OCC)C>[F:17][C:11]1[CH:12]=[C:13]([F:16])[CH:14]=[CH:15][C:10]=1[CH2:9][O:8][C:7]1[C:2]([NH:1][C:26]([NH:25][C:22]2[CH:23]=[CH:24][C:19]([Cl:18])=[CH:20][CH:21]=2)=[S:27])=[N:3][CH:4]=[CH:5][CH:6]=1. Reported procedure: A mixture of 2-amino-3-(2,4-difluorobenzyloxy)pyridine (2.10 g, 0.009 mol), 4chlorophenyl isothiocyanate (1.81 g, 0.01 mol) and toluene (10 ml) was refluxed for 3.5 hours, then cooled and treated with diethyl ether to induce crystallisation of the product. Yield2.94 g (81%), m.p.154°-156 ° C. Reactants: C(C)(=O)OCC (ethyl acetate), COC(C1=C(C=CC=C1)CBr)=O (2-bromomethyl-benzoic acid methyl ester), COC=1C=C(C=CC1)CCCN (3-(3-methoxy-phenyl)-propylamine), C(=O)([O-])[O-].[K+].[K+] (K2CO3). Run in C1(=CC=CC=C1)C (toluene), CCCCCC (hexane). Conditions: temperature 100 celsius, time 2 hour. Yields the product COC=1C=C(C=CC1)CCCN1C(C2=CC=CC=C2C1)=O (2-[3-(3-methoxy-phenyl)-propyl]-2,3-dihydro-isoindol-1-one). The yield is 62.6%. Reaction SMILES: CO[C:3](=[O:12])[C:4]1[CH:9]=[CH:8][CH:7]=[CH:6][C:5]=1[CH2:10]Br.[CH3:13][O:14][C:15]1[CH:16]=[C:17]([CH2:21][CH2:22][CH2:23][NH2:24])[CH:18]=[CH:19][CH:20]=1.C([O-])([O-])=O.[K+].[K+].C(OCC)(=O)C>C1(C)C=CC=CC=1.CCCCCC>[CH3:13][O:14][C:15]1[CH:16]=[C:17]([CH2:21][CH2:22][CH2:23][N:24]2[CH2:10][C:5]3[C:4](=[CH:9][CH:8]=[CH:7][CH:6]=3)[C:3]2=[O:12])[CH:18]=[CH:19][CH:20]=1 |f:2.3.4|. Reported procedure: A mixture of 2-bromomethyl-benzoic acid methyl ester (0.115 g, 0.5 mmol), 3-(3-methoxy-phenyl)-propylamine (0.110 g, 0.6 mmol), and K2CO3 (0.207 g, 1.5 mmol) in toluene (3 mL) was heated with stirring at 100° C. for 2 h. Workup and silica gel column chromatography using 30% ethyl acetate in hexane afforded 2-[3-(3-methoxy-phenyl)-propyl]-2,3-dihydro-isoindol-1-one (0.088 g, 62%). 1H NMR (300 MHz, CDCl3): δ (ppm) 2.0 (m, 2H), 2.66 (t, 2H), 3.64 (t, 2H), 3.82 (s, 3H), 4.36 (s, 2H), 6.78 (m, 2H), 7... Reactants: O1CCN(CC1)CCOC1=CC=C2C(=C(C(C2=C1)=O)Br)C1=CC=C(C=C1)F (6-(2-Morpholinoethoxy)-2-bromo-3-(4-fluorophenyl)-1H-inden-1-one), O1CCN(CC1)CCOC1=CC=C2C(=C(C(C2=C1)=O)Br)C1=CC=CC=C1 (6-(2-morpholinoethoxy)-2-bromo-3-phenyl-1H-inden-1-one), N1=CN=CC(=C1)B(O)O (5-pyrimidinylboronic acid). Yields the product O1CCN(CC1)CCOC1=CC=C2C(=C(C(C2=C1)=O)C=1C=NC=NC1)C1=CC=C(C=C1)F (6-(2-morpholinoethoxy)-3-(4-fluorophenyl)-2-(pyrimidin-5-yl)-1H-inden-1-one). Isolated yield 96.0%. Reaction SMILES: [O:1]1[CH2:6][CH2:5][N:4]([CH2:7][CH2:8][O:9][C:10]2[CH:18]=[C:17]3[C:13]([C:14]([C:21]4[CH:26]=[CH:25][C:24]([F:27])=[CH:23][CH:22]=4)=[C:15](Br)[C:16]3=[O:19])=[CH:12][CH:11]=2)[CH2:3][CH2:2]1.O1CCN(CCOC2C=C3C(C(C4C=CC=CC=4)=C(Br)C3=O)=CC=2)CC1.[N:54]1[CH:59]=[C:58](B(O)O)[CH:57]=[N:56][CH:55]=1>>[O:1]1[CH2:6][CH2:5][N:4]([CH2:7][CH2:8][O:9][C:10]2[CH:18]=[C:17]3[C:13]([C:14]([C:21]4[CH:26]=[CH:25][C:24]([F:27])=[CH:23][CH:22]=4)=[C:15]([C:58]4[CH:59]=[N:54][CH:55]=[N:56][CH:57]=4)[C:16]3=[O:19])=[CH:12][CH:11]=2)[CH2:3][CH2:2]1. Procedure details: The procedure of Step 7 of Example 1 was repeated except for using 6-(2-morpholinoethoxy)-2-bromo-3-(4-fluorophenyl)-1H-inden-1-one obtained in Step 6 of Example 24 as a starting material instead of 6-(2-morpholinoethoxy)-2-bromo-3-phenyl-1H-inden-1-one, 5-pyrimidinylboronic acid instead of 3-pyridinylboronic acid, and being purified by silica gel column chromatography (acetone/hexanes=1:1) to obtain the title compound (96%). Starting materials: ClCCl, COCCOCCOC(=O)C#CC(O)c1ccc(OC)cc1. The product is COCCOCCOC(=O)C#CC(=O)c1ccc(OC)cc1. RXN SMILES: [CH2:23]([Cl:24])[Cl:25].[OH:1][CH:2]([C:3]#[C:4][C:5](=[O:6])[O:7][CH2:8][CH2:9][O:10][CH2:11][CH2:12][O:13][CH3:14])[c:15]1[cH:16][cH:17][c:18]([O:21][CH3:22])[cH:19][cH:20]1>>[O:1]=[C:2]([C:3]#[C:4][C:5](=[O:6])[O:7][CH2:8][CH2:9][O:10][CH2:11][CH2:12][O:13][CH3:14])[c:15]1[cH:16][cH:17][c:18]([O:21][CH3:22])[cH:19][cH:20]1. Starting materials: C(C)(=O)Cl (acetyl chloride), C1NCC2=CC(=CC=C12)NC(=O)N1CC2=CC=CC=C2C1 (N-(isoindolin-5-yl)isoindoline-2-carboxamide), NC=1C=C2CN(CC2=CC1)C(=O)NC1=CC=C(C=C1)C(NCCC)=O (5-amino-N-(4-(propylcarbamoyl)phenyl)isoindoline-2-carboxamide). Yields the product C(C(C)C)(=O)N1CC2=CC=C(C=C2C1)NC(=O)N1CC2=CC=CC=C2C1 (N-(2-isobutyryl-2,3-dihydro-1H-isoindol-5-yl)-1,3-dihydro-2H-isoindole-2-carboxamide). RXN SMILES: C(Cl)(=O)C.[CH2:5]1[C:13]2[C:8](=[CH:9][C:10]([NH:14][C:15]([N:17]3[CH2:25][C:24]4[C:19](=[CH:20][CH:21]=[CH:22][CH:23]=4)[CH2:18]3)=[O:16])=[CH:11][CH:12]=2)[CH2:7][NH:6]1.NC1C=C2C(=CC=1)CN(C(NC1C=[CH:43][C:42]([C:45](=[O:50])NCCC)=[CH:41]C=1)=O)C2>>[C:45]([N:6]1[CH2:7][C:8]2[C:13](=[CH:12][CH:11]=[C:10]([NH:14][C:15]([N:17]3[CH2:25][C:24]4[C:19](=[CH:20][CH:21]=[CH:22][CH:23]=4)[CH2:18]3)=[O:16])[CH:9]=2)[CH2:5]1)(=[O:50])[CH:42]([CH3:43])[CH3:41]. Procedure details: The title compound was prepared as described in Example 278, substituting isobutyryl chloride for acetyl chloride and N-(isoindolin-5-yl)isoindoline-2-carboxamide for 5-amino-N-(4-(propylcarbamoyl)phenyl)isoindoline-2-carboxamide. 1H NMR (400 MHz, DMSO-d6) δ ppm 8.40 (s, 1H), 7.59-7.61 (bs, 1H), 7.46 (ddd, J=10.8, 8.5, 2.1 Hz, 1H), 7.30-7.38 (m, 4H), 7.20-7.24 (m, 1H), 4.82-4.87 (m, 2H), 4.76-4.77 (bs, 4H), 4.55-4.60 (m, 2H), 2.78 (h, J=6.9 Hz, 1H), 1.07 (d, J=6.7 Hz, 6H); MS (ESI(+)) m/e 350 (M...